Task: describe an organic reaction: reactants, conditions, products, and yield. Dataset: the Open Reaction Database (ORD), a public repository of structured organic reaction records Reactants: CC(=O)Nc1c(F)c(F)c(C)c2c1c(=O)c(C(=O)O)cn2C1CC1, CC(C)(C)OC(=O)NC1CNCC12CC2, CS(C)=O. Yields the product CC(=O)Nc1c(F)c(N2CC(NC(=O)OC(C)(C)C)C3(CC3)C2)c(C)c2c1c(=O)c(C(=O)O)cn2C1CC1. Reaction SMILES: [C:1]([CH3:2])(=[O:3])[NH:4][c:5]1[c:6]2[c:7](=[O:24])[c:8]([C:21](=[O:22])[OH:23])[cH:9][n:10]([CH:18]3[CH2:19][CH2:20]3)[c:11]2[c:12]([CH3:17])[c:13]([F:16])[c:14]1[F:15].[C:25]([CH3:26])([CH3:27])([CH3:28])[O:29][C:30](=[O:31])[NH:32][CH:33]1[CH2:34][NH:35][CH2:36][C:37]12[CH2:38][CH2:39]2.[CH3:40][S:41](=[O:42])[CH3:43]>>[C:1]([CH3:2])(=[O:3])[NH:4][c:5]1[c:6]2[c:7](=[O:24])[c:8]([C:21](=[O:22])[OH:23])[cH:9][n:10]([CH:18]3[CH2:19][CH2:20]3)[c:11]2[c:12]([CH3:17])[c:13]([N:35]2[CH2:34][CH:33]([NH:32][C:30]([O:29][C:25]([CH3:26])([CH3:27])[CH3:28])=[O:31])[C:37]3([CH2:36]2)[CH2:38][CH2:39]3)[c:14]1[F:15]. Starting materials: C(C)(C)(C)O[C@H](C(=O)OC)C1=C(C2=C(N=C(S2)C2=NC(=NC=C2)Cl)C=C1C)C1=CC=C(C=C1)Cl ((S)-methyl 2-tert-butoxy-2-(7-(4-chlorophenyl)-2-(2-chloropyrimidin-4-yl)-5-methylbenzo[d]thiazol-6-yl)acetate), C(C)(C)(C)N1CCNCC1 (1-tert-butylpiperazine). Run in O1CCOCC1 (1,4-Dioxane). Run at time 3 hour. The product is C(C)(C)(C)O[C@H](C(=O)OC)C1=C(C2=C(N=C(S2)C2=NC(=NC=C2)N2CCN(CC2)C(C)(C)C)C=C1C)C1=CC=C(C=C1)Cl ((S)-methyl 2-tert-butoxy-2-(2-(2-(4-tert-butylpiperazin-1-yl)pyrimidin-4-yl)-7-(4-chlorophenyl)-5-methylbenzo[d]thiazol-6-yl)acetate). As a reaction SMILES: [C:1]([O:5][C@@H:6]([C:11]1[C:26]([CH3:27])=[CH:25][C:14]2[N:15]=[C:16]([C:18]3[CH:23]=[CH:22][N:21]=[C:20](Cl)[N:19]=3)[S:17][C:13]=2[C:12]=1[C:28]1[CH:33]=[CH:32][C:31]([Cl:34])=[CH:30][CH:29]=1)[C:7]([O:9][CH3:10])=[O:8])([CH3:4])([CH3:3])[CH3:2].[C:35]([N:39]1[CH2:44][CH2:43][NH:42][CH2:41][CH2:40]1)([CH3:38])([CH3:37])[CH3:36]>O1CCOCC1>[C:1]([O:5][C@@H:6]([C:11]1[C:26]([CH3:27])=[CH:25][C:14]2[N:15]=[C:16]([C:18]3[CH:23]=[CH:22][N:21]=[C:20]([N:42]4[CH2:43][CH2:44][N:39]([C:35]([CH3:38])([CH3:37])[CH3:36])[CH2:40][CH2:41]4)[N:19]=3)[S:17][C:13]=2[C:12]=1[C:28]1[CH:29]=[CH:30][C:31]([Cl:34])=[CH:32][CH:33]=1)[C:7]([O:9][CH3:10])=[O:8])([CH3:2])([CH3:4])[CH3:3]. Procedure: A flask was charged with (S)-methyl 2-tert-butoxy-2-(7-(4-chlorophenyl)-2-(2-chloropyrimidin-4-yl)-5-methylbenzo[d]thiazol-6-yl)acetate (40.0 mg, 0.077 mmol) and 1-tert-butylpiperazine (33.1 mg, 0.232 mmol). 1,4-Dioxane (1 mL) was added, and the reaction mixture was stirred at room temperature for 3 h. Upon completion of the reaction, the reaction mixture was filtered through Celite (ethyl acetate eluent), concentrated, and used without further purification. LCMS-ESI+ calc'd for C33H41ClN5O3S (M... Reactants: CCOC(=O)CC(O)c1ccc(C)nc1, CC(=O)OC(C)=O, CCOC(C)=O, CN(C)c1ccncc1. Yields the product CCOC(=O)CC(OC(C)=O)c1ccc(C)nc1. RXN SMILES: [CH2:1]([CH3:2])[O:3][C:4]([CH2:5][CH:6]([c:7]1[cH:8][cH:9][c:10]([CH3:13])[n:11][cH:12]1)[OH:14])=[O:15].[CH3:16][C:17](=[O:18])[O:19][C:20](=[O:21])[CH3:22].[CH3:23][CH2:24][O:25][C:26](=[O:27])[CH3:28].[CH3:29][N:30]([CH3:31])[c:32]1[cH:33][cH:34][n:35][cH:36][cH:37]1>>[CH2:1]([CH3:2])[O:3][C:4]([CH2:5][CH:6]([c:7]1[cH:8][cH:9][c:10]([CH3:13])[n:11][cH:12]1)[O:14][C:17]([CH3:16])=[O:18])=[O:15]. The reactants are E1, ClC1=NC(N2C(N(CCC2)C)=C1)=O (8-chloro-1-methyl-3,4-dihydro-1H-pyrimido[1,6-a]pyrimidin-6(2H)-one), ClC1=C(C=C(OC2=CC=C(C=C2)CO)C=C1)C(F)(F)F ((4-(4-chloro-3-(trifluoromethyl)phenoxy)phenyl)methanol). The product is ClC1=C(C=C(OC2=CC=C(COC3=NC(N4C(N(CCC4)C)=C3)=O)C=C2)C=C1)C(F)(F)F (8-((4-(4-chloro-3-(trifluoromethyl)phenoxy)benzyl)oxy)-1-methyl-3,4-dihydro-1H-pyrimido[1,6-a]pyrimidin-6(2H)-one). RXN SMILES: Cl[C:2]1[CH:12]=[C:6]2[N:7]([CH3:11])[CH2:8][CH2:9][CH2:10][N:5]2[C:4](=[O:13])[N:3]=1.[Cl:14][C:15]1[CH:29]=[CH:28][C:18]([O:19][C:20]2[CH:25]=[CH:24][C:23]([CH2:26][OH:27])=[CH:22][CH:21]=2)=[CH:17][C:16]=1[C:30]([F:33])([F:32])[F:31]>>[Cl:14][C:15]1[CH:29]=[CH:28][C:18]([O:19][C:20]2[CH:21]=[CH:22][C:23]([CH2:26][O:27][C:2]3[CH:12]=[C:6]4[N:7]([CH3:11])[CH2:8][CH2:9][CH2:10][N:5]4[C:4](=[O:13])[N:3]=3)=[CH:24][CH:25]=2)=[CH:17][C:16]=1[C:30]([F:31])([F:32])[F:33]. Procedure: The title compound was prepared by a procedure similar to that described for E1 starting from 8-chloro-1-methyl-3,4-dihydro-1H-pyrimido[1,6-a]pyrimidin-6(2H)-one and (4-(4-chloro-3-(trifluoromethyl)phenoxy)phenyl)methanol. Starting materials: ClC1=C(C=NC=C1)F (4-chloro-3-fluoropyridine), C(CC)NN1C(CC2=CC=CC=C12)=O (1,3-dihydro-1-propylamino-2H-indol-2-one), Cl.ClC1=C(C=NC=C1)F (4-chloro-3-fluoropyridine hydrochloride), C1(=CC=CC=C1)O (phenol), O.C1(=CC=C(C=C1)S(=O)(=O)O)C (p-toluenesulfonic acid hydrate), C([O-])(O)=O.[Na+] (sodium bicarbonate). Solvent: ClCCl (dichloromethane). Run at temperature 150 celsius, time 6.5 hour. The product is FC=1C=NC=CC1N(N1C(CC2=CC=CC=C12)=O)CCC (1,3-Dihydro-1-[(3-fluoro-4-pyridinyl)-propylamino]-2H-indol-2-one). RXN SMILES: [CH2:1]([NH:4][N:5]1[C:13]2[C:8](=[CH:9][CH:10]=[CH:11][CH:12]=2)[CH2:7][C:6]1=[O:14])[CH2:2][CH3:3].C1(O)C=CC=CC=1.O.C1(C)C=CC(S(O)(=O)=O)=CC=1.Cl.Cl[C:36]1[CH:41]=[CH:40][N:39]=[CH:38][C:37]=1[F:42].ClC1C=CN=CC=1F.C(=O)(O)[O-].[Na+]>ClCCl>[F:42][C:37]1[CH:38]=[N:39][CH:40]=[CH:41][C:36]=1[N:4]([CH2:1][CH2:2][CH3:3])[N:5]1[C:13]2[C:8](=[CH:9][CH:10]=[CH:11][CH:12]=2)[CH2:7][C:6]1=[O:14] |f:2.3,4.5,7.8|. Reported procedure: To a stirred solution consisting of 1,3-dihydro-1-propylamino-2H-indol-2-one (5.06 g), phenol (13.2 g) and p-toluenesulfonic acid hydrate (0.25 g), heated at 150° C., was added 4-chloro-3-fluoropyridine hydrochloride (5.37 g). Heating was continued at 150° C. for 10.75 hours at which time additional 4-chloro-3-fluoropyridine (2.05 g) was added and heating continued an additional 6.5 hours. Upon cooling to room temperature, the reaction mixture was dissolved in dichloromethane and dilute aqueous ... Starting materials: C1(CC1)C1=NNC(=C1)N (3-cyclopropyl-5-amino-1H-pyrazole), C(O)([O-])=O.[Na+] (sodium hydrogencarbonate), C1(=CC=CC=C1)N=C=O (phenylisocyanate), O (water). Solvent: C(C)O (ethanol). The product is NC1=CC(=NN1C(=O)NC1=CC=CC=C1)C1CC1 (5-amino-3-cyclopropyl-N-phenyl-1H-pyrazole-l-carboxamide). As a reaction SMILES: [CH:1]1([C:4]2[CH:8]=[C:7]([NH2:9])[NH:6][N:5]=2)[CH2:3][CH2:2]1.C(=O)([O-])O.[Na+].[C:15]1([N:21]=[C:22]=[O:23])[CH:20]=[CH:19][CH:18]=[CH:17][CH:16]=1.O>C(O)C>[NH2:9][C:7]1[N:6]([C:22]([NH:21][C:15]2[CH:20]=[CH:19][CH:18]=[CH:17][CH:16]=2)=[O:23])[N:5]=[C:4]([CH:1]2[CH2:3][CH2:2]2)[CH:8]=1 |f:1.2|. Procedure details: To 0.4 g (3.2 mmol) of 3-cyclopropyl-5-amino-1H-pyrazole in 10 ml of 95% ethanol containing 0.3 g of sodium hydrogencarbonate 0.35 ml (3 mmol) of phenylisocyanate were added dropwise over several minutes. After 30 min water was added, and the solid was filtered, washed with 10% HCl and then with water. The filtrate was concentrated in vacua. The crude was recrystallized from methanol/water to give white peddles of 5-amino-3-cyclopropyl-N-phenyl-1H-pyrazole-l-carboxamide, Reactants: O=[N+]([O-])c1cccc(Br)c1F, C1CCOC1, CCOC(C)=O, NC1CC1. Product: O=[N+]([O-])c1cccc(Br)c1NC1CC1. Reaction SMILES: [Br:1][c:2]1[c:3]([F:11])[c:4]([N+:8](=[O:9])[O-:10])[cH:5][cH:6][cH:7]1.[CH2:16]1[O:17][CH2:18][CH2:19][CH2:20]1.[CH3:21][CH2:22][O:23][C:24]([CH3:25])=[O:26].[CH:12]1([NH2:15])[CH2:13][CH2:14]1>>[Br:1][c:2]1[c:3]([NH:15][CH:12]2[CH2:13][CH2:14]2)[c:4]([N+:8](=[O:9])[O-:10])[cH:5][cH:6][cH:7]1.